Dataset: the Open Reaction Database (ORD), a public repository of structured organic reaction records. Task: describe an organic reaction: reactants, conditions, products, and yield Reactants: N1(CCC2=CC=CC=C12)S(=O)(=O)C=1C=C(C(=O)O)C=CC1 (3-(indolin-1-ylsulfonyl)benzoic acid), COC1=CC2=C(N=C(S2)N)C=C1 (6-methoxybenzo[d]thiazol-2-amine). Product: N1(CCC2=CC=CC=C12)S(=O)(=O)C=1C=C(C(=O)NC=2SC3=C(N2)C=CC(=C3)OC)C=CC1 (3-(indolin-1-ylsulfonyl)-N-(6-methoxybenzo[d]thiazol-2-yl)benzamide). Reaction SMILES: [N:1]1([S:10]([C:13]2[CH:14]=[C:15]([CH:19]=[CH:20][CH:21]=2)[C:16](O)=[O:17])(=[O:12])=[O:11])[C:9]2[C:4](=[CH:5][CH:6]=[CH:7][CH:8]=2)[CH2:3][CH2:2]1.[CH3:22][O:23][C:24]1[CH:33]=[CH:32][C:27]2[N:28]=[C:29]([NH2:31])[S:30][C:26]=2[CH:25]=1>>[N:1]1([S:10]([C:13]2[CH:14]=[C:15]([CH:19]=[CH:20][CH:21]=2)[C:16]([NH:31][C:29]2[S:30][C:26]3[CH:25]=[C:24]([O:23][CH3:22])[CH:33]=[CH:32][C:27]=3[N:28]=2)=[O:17])(=[O:11])=[O:12])[C:9]2[C:4](=[CH:5][CH:6]=[CH:7][CH:8]=2)[CH2:3][CH2:2]1. Reported procedure: 3-(indolin-1-ylsulfonyl)benzoic acid (3) (200 mg, 0.66 mmol) and 6-methoxybenzo[d]thiazol-2-amine (99 mg, 0.55 mmol) using method C. The residue was purified using flash chromatography eluting with 0-40% EtOAc in hexanes. The resulting solid was triturated with dichloromethane/hexanes to give 3-(indolin-1-ylsulfonyl)-N-(6-methoxybenzo[d]thiazol-2-yl)benzamide as an off-white solid. Yield: 89 mg (35%). 1H-NMR: 8.57 (s, 1H), 8.37 (d, J=8 Hz, 1H), 8.01 (d, J=8.0 Hz, 1H), 7.77-7.66 (m, 2H), 7.63 (d,... Reactants: CCN(C(C)C)C(C)C, ClCCl, O=C(Cl)c1ccc(C(F)(F)F)cc1, NCCc1ccccc1. The product is O=C(NCCc1ccccc1)c1ccc(C(F)(F)F)cc1. RXN SMILES: [CH:10]([N:11]([CH2:12][CH3:13])[CH:14]([CH3:15])[CH3:16])([CH3:17])[CH3:18].[Cl:32][CH2:33][Cl:34].[F:19][C:20]([c:21]1[cH:22][cH:23][c:24]([C:25](=[O:26])[Cl:27])[cH:28][cH:29]1)([F:30])[F:31].[c:1]1([CH2:7][CH2:8][NH2:9])[cH:2][cH:3][cH:4][cH:5][cH:6]1>>[c:1]1([CH2:7][CH2:8][NH:9][C:25]([c:24]2[cH:23][cH:22][c:21]([C:20]([F:19])([F:30])[F:31])[cH:29][cH:28]2)=[O:26])[cH:2][cH:3][cH:4][cH:5][cH:6]1. Starting materials: C(CC)I (propyl iodide), CN(C1=CC=C(C=C1)C1=CC=NC=C1)C (N,N-dimethyl-4-(pyridine-4-yl)aniline), C(C)OCC (Diethylether). Product: [I-].CN(C1=CC=C(C=C1)C1=CC=[N+](C=C1)CCC)C (4-(4-(dimethylamino)phenyl)-1-propylpyridinium iodide). Solvent: C(C)#N (acetonitrile). Reported procedure: N,N-dimethyl-4-(pyridine-4-yl)aniline (0.2 g, 11 mmols) was dissolved in acetonitrile (50 ml) and propyl iodide (4 ml) was added. The mixture was heated at reflux for 4 hours then cooled to ambient temperature. Diethylether (50 ml) was added IDT322 (0.11 g, 2.9 mmols) crystallized upon standing and was removed via filtration. 1H NMR (DMSO-d6) δ 1.40 (t, 3H), 1.92 (q, 2H) 3.40 (s, 6H), 4.45 (t, 2H), 6.85 (t, 2H), 8.02 (d, 2H), 8.39 (d, 2H), 8.82 (d, 2H). Reaction SMILES: [CH3:1][N:2]([CH3:15])[C:3]1[CH:8]=[CH:7][C:6]([C:9]2[CH:14]=[CH:13][N:12]=[CH:11][CH:10]=2)=[CH:5][CH:4]=1.[CH2:16]([I:19])[CH2:17][CH3:18].C(OCC)C>C(#N)C>[I-:19].[CH3:1][N:2]([CH3:15])[C:3]1[CH:4]=[CH:5][C:6]([C:9]2[CH:10]=[CH:11][N+:12]([CH2:16][CH2:17][CH3:18])=[CH:13][CH:14]=2)=[CH:7][CH:8]=1 |f:4.5|. Reactants: ClCCl, CCC(=O)O, CN(C)c1ccncc1, C(=NC1CCCCC1)=NC1CCCCC1, NC(=O)N(C1CCCCC1)C1CCCCC1, CCC(O)c1nc2c(C(F)(F)F)cccc2c(O)c1C(=O)Nc1nccs1. Product: CCC(=O)OC(CC)c1nc2c(C(F)(F)F)cccc2c(O)c1C(=O)Nc1nccs1. Reaction SMILES: [CH2:64]([Cl:65])[Cl:66].[CH3:43][CH2:44][C:45]([OH:46])=[O:47].[CH3:67][N:68]([CH3:69])[c:70]1[cH:71][cH:72][n:73][cH:74][cH:75]1.[CH:1]1([N:2]=[C:3]=[N:4][CH:5]2[CH2:6][CH2:7][CH2:8][CH2:9][CH2:10]2)[CH2:11][CH2:12][CH2:13][CH2:14][CH2:15]1.[CH:48]1([N:49]([CH:50]2[CH2:51][CH2:52][CH2:53][CH2:54][CH2:55]2)[C:56]([NH2:57])=[O:58])[CH2:59][CH2:60][CH2:61][CH2:62][CH2:63]1.[OH:16][c:17]1[c:18]([C:35](=[O:36])[NH:37][c:38]2[s:39][cH:40][cH:41][n:42]2)[c:19]([CH:31]([CH2:32][CH3:33])[OH:34])[n:20][c:21]2[c:22]([C:27]([F:28])([F:29])[F:30])[cH:23][cH:24][cH:25][c:26]12>>[OH:16][c:17]1[c:18]([C:35](=[O:36])[NH:37][c:38]2[s:39][cH:40][cH:41][n:42]2)[c:19]([CH:31]([CH2:32][CH3:33])[O:34][C:45]([CH2:44][CH3:43])=[O:46])[n:20][c:21]2[c:22]([C:27]([F:28])([F:29])[F:30])[cH:23][cH:24][cH:25][c:26]12.